From a dataset of the Open Reaction Database (ORD), a public repository of structured organic reaction records. describe an organic reaction: reactants, conditions, products, and yield The reactants are C(C)C(C(=O)OCC)CC1=CC(=C(C=C1)OC)CC(NC1=CC=C(C=C1)C(F)(F)F)=O (Ethyl 2-ethyl-3-[4-methoxy-3-[[N-[4-(trifluoromethyl)phenyl]carbamoyl]methyl]phenyl]propanoate), aqueous solution, [OH-].[Na+] (sodium hydroxide), ice water, Cl (hydrochloric acid). Solvent: C(C)O (ethanol). Reaction conditions: time 6 hour. The product is C(C)C(C(=O)O)CC1=CC(=C(C=C1)OC)CC(NC1=CC=C(C=C1)C(F)(F)F)=O (2-Ethyl-3-[4-methoxy-3-[[N-[4-(trifluoromethyl)phenyl]carbamoyl]methyl]phenyl]propanoic acid). Yield: 73.6%. RXN SMILES: [CH2:1]([CH:3]([CH2:9][C:10]1[CH:15]=[CH:14][C:13]([O:16][CH3:17])=[C:12]([CH2:18][C:19](=[O:31])[NH:20][C:21]2[CH:26]=[CH:25][C:24]([C:27]([F:30])([F:29])[F:28])=[CH:23][CH:22]=2)[CH:11]=1)[C:4]([O:6]CC)=[O:5])[CH3:2].[OH-].[Na+].Cl>C(O)C>[CH2:1]([CH:3]([CH2:9][C:10]1[CH:15]=[CH:14][C:13]([O:16][CH3:17])=[C:12]([CH2:18][C:19](=[O:31])[NH:20][C:21]2[CH:22]=[CH:23][C:24]([C:27]([F:29])([F:28])[F:30])=[CH:25][CH:26]=2)[CH:11]=1)[C:4]([OH:6])=[O:5])[CH3:2] |f:1.2|. Reported procedure: Ethyl 2-ethyl-3-[4-methoxy-3-[[N-[4-(trifluoromethyl)phenyl]carbamoyl]methyl]phenyl]propanoate (206 mg, 0.471 mmol), ethanol (5 mL) and 10% aqueous solution of sodium hydroxide (3 mL) were mixed and the mixture was stirred for 6 hours at room temperature. The reaction mixture was poured into ice water and made acidic with 1 mol/L hydrochloric acid, which was then extracted with ethyl acetate. The extracte was washed with water and brine, dried over anhydrous sodium sulfate, and then concentrated... Reactants: FC1=C2CCN(N3C2=C(C=C1F)C(C(=C3)C(=O)O)=O)C (4,5-Difluoro-2,3-dihydro-1-methyl-7-oxo-1H,7H-pyrido[3,2,1-ij]cinnoline-8-carboxylic acid), [OH-].[K+] (potassium hydroxide), Cl (hydrochloric acid). Product: FC=1C(=C2CCN(N3C2=C(C1)C(C(=C3)C(=O)O)=O)C)O (5-Fluoro-4-hydroxy-2,3-dihydro-1-methyl-7-oxo-1H,7H -pyrido[3,2,1-ij]cinnoline-8-carboxylic acid). RXN SMILES: F[C:2]1[C:11]([F:12])=[CH:10][C:9]2[C:13](=[O:19])[C:14]([C:16]([OH:18])=[O:17])=[CH:15][N:7]3[C:8]=2[C:3]=1[CH2:4][CH2:5][N:6]3[CH3:20].[OH-:21].[K+].Cl>>[F:12][C:11]1[C:2]([OH:21])=[C:3]2[C:8]3=[C:9]([C:13](=[O:19])[C:14]([C:16]([OH:18])=[O:17])=[CH:15][N:7]3[N:6]([CH3:20])[CH2:5][CH2:4]2)[CH:10]=1 |f:1.2|. Reported procedure: 2.78 g of the compound (8) obtained in Example 3 was added to 10 ml of aqueous 30% potassium hydroxide solution, and the solution was heated at reflux for 6 hours. After air-cooling, the solution was acidified with 6N hydrochloric acid, and the deposited solids were filtered off and washed with water, ethanol and isopropyl ether in this order to obtain 2.60 g of the subject compound (166). The reactants are C1(=CC=CC=C1)C(=O)N (benzene carboxamide), C1(CC1)C1=NC=C(N1C)C=O (2-cyclopropyl-3-methyl-3H-imidazole-4-carbaldehyde). Yields the product CN1C(=NC=C1C=O)C1=CC=CC=C1 (3-Methyl-2-phenyl-3H-imidazole-4-carbaldehyde). As a reaction SMILES: [C:1]1([C:7]([NH2:9])=O)[CH:6]=[CH:5][CH:4]=[CH:3][CH:2]=1.C1([C:13]2[N:17](C)[C:16]([CH:19]=[O:20])=[CH:15]N=2)CC1>>[CH3:13][N:17]1[C:16]([CH:19]=[O:20])=[CH:15][N:9]=[C:7]1[C:1]1[CH:6]=[CH:5][CH:4]=[CH:3][CH:2]=1. Procedure details: 3-Methyl-2-phenyl-3H-imidazole-4-carbaldehyde was prepared from benzene carboxamide in the same manner as 2-cyclopropyl-3-methyl-3H-imidazole-4-carbaldehyde (Example 46). Reactants: C1(=CC=CC=C1)C/C=C/CCO ((E)-5-phenylpent-3-en-1-ol), N1=CC=CC=C1 (pyridine), C(C(C)(C)C)(=O)Cl (pivaloyl chloride). The solvent is C(Cl)Cl (CH2Cl2), C(Cl)Cl (CH2Cl2). Conditions: time 14 hour. Yields the product C(C(C)(C)C)(=O)OCC\C=C\CC1=CC=CC=C1 ((E)-5-phenylpent-3-enyl pivalate). The yield is 95.3%. As a reaction SMILES: [C:1]1([CH2:7]/[CH:8]=[CH:9]/[CH2:10][CH2:11][OH:12])[CH:6]=[CH:5][CH:4]=[CH:3][CH:2]=1.N1C=CC=CC=1.[C:19](Cl)(=[O:24])[C:20]([CH3:23])([CH3:22])[CH3:21]>C(Cl)Cl>[C:19]([O:12][CH2:11][CH2:10]/[CH:9]=[CH:8]/[CH2:7][C:1]1[CH:6]=[CH:5][CH:4]=[CH:3][CH:2]=1)(=[O:24])[C:20]([CH3:23])([CH3:22])[CH3:21]. Procedure details: To a stirred solution of (E)-5-phenylpent-3-en-1-ol (Preparation example 236, 3.8 g, 23.42 mmol) in CH2Cl2 (40 mL) was added pyridine (2.3 mL, 28.1 mmol) and pivaloyl chloride (3.5 mL, 28.1 mmol) at 0° C. under N2. The mixture was stirred for 14 h. The resulting mixture was diluted with CH2Cl2, washed with water, dried over MgSO4, filtered, and concentrated under reduced pressure. The crude compound was purified by a silica gel column to produce the title compound (5.5 g, 80˜95%) The reactants are C1CCOC1, CC(C)C1c2nc[nH]c2CCN1C(=O)OCc1nccs1, O=C(Cl)Oc1ccc([N+](=O)[O-])cc1, OCCOCC(F)(F)F, [H-], [Na+]. Yields the product CC(C)C1c2nc[nH]c2CCN1C(=O)OCCOCC(F)(F)F. As a reaction SMILES: [CH2:46]1[O:47][CH2:48][CH2:49][CH2:50]1.[CH:25]([CH3:26])([CH3:27])[CH:28]1[N:29]([C:37](=[O:38])[O:39][CH2:40][c:41]2[s:42][cH:43][cH:44][n:45]2)[CH2:30][CH2:31][c:32]2[c:33]1[n:34][cH:35][nH:36]2.[Cl:12][C:13]([O:14][c:15]1[cH:16][cH:17][c:18]([N+:19]([O-:20])=[O:21])[cH:22][cH:23]1)=[O:24].[F:1][C:2]([CH2:3][O:4][CH2:5][CH2:6][OH:7])([F:8])[F:9].[H-:11].[Na+:10]>>[F:1][C:2]([CH2:3][O:4][CH2:5][CH2:6][O:7][C:37]([N:29]1[CH:28]([CH:25]([CH3:26])[CH3:27])[c:33]2[c:32]([nH:36][cH:35][n:34]2)[CH2:31][CH2:30]1)=[O:38])([F:8])[F:9]. The reactants are C([O-])([O-])=O.[K+].[K+] (potassium carbonate), C(C1=CC=CC=C1)Br (benzyl bromide), [N+](=O)([O-])C=1C=C(C#N)C=CC1O (3-nitro-4-hydroxybenzonitrile). Solvent: CN(C=O)C (dimethylformamide), C(C)#N (acetonitrile). Reaction conditions: temperature 60 celsius. Product: [N+](=O)([O-])C=1C=C(C#N)C=CC1OCC1=CC=CC=C1 (3-nitro-4-(benzyloxy)benzonitrile). Yield: 90.3%. RXN SMILES: [N+:1]([C:4]1[CH:5]=[C:6]([CH:9]=[CH:10][C:11]=1[OH:12])[C:7]#[N:8])([O-:3])=[O:2].C(=O)([O-])[O-].[K+].[K+].[CH2:19](Br)[C:20]1[CH:25]=[CH:24][CH:23]=[CH:22][CH:21]=1>CN(C)C=O.C(#N)C>[N+:1]([C:4]1[CH:5]=[C:6]([CH:9]=[CH:10][C:11]=1[O:12][CH2:19][C:20]1[CH:25]=[CH:24][CH:23]=[CH:22][CH:21]=1)[C:7]#[N:8])([O-:3])=[O:2] |f:1.2.3|. Procedure details: A solution of 3-nitro-4-hydroxybenzonitrile (10 g, 61 mmol) in a mixture of 40 mL of dimethylformamide and 100 mL of acetonitrile was stirred as anhydrous potassium carbonate (10.1 g, 73.2 mmol) and benzyl bromide (10.4 g, 61 mmol) were added. The reaction was heated at 60° C. for about 4 h. The reaction was filtered and the solid was washed with ethyl acetate. The filtrate was washed with water. The organic layers were washed with water and brine, dried and concentrated. The solid was recrystal... Starting materials: ClC(C[C@H](CC1=CC2=CC=CC=C2C=C1)NC(OCC1=CC=CC=C1)=O)C[C@H](C)O (benzyl [3-chloro-2(S)-hydroxypropyl-1(S)-[(2-naphthyl)methyl]propyl]carbamate), [OH-].[K+] (potassium hydroxide), C(C)O (ethanol), C(C)O (ethanol). Yields the product C(C1=CC=CC=C1)OC(=O)N[C@H]([C@H]1CO1)CC1=CC2=CC=CC=C2C=C1 (3(S)-(benzyloxyformamido)-1,2(S)-epoxy-4-(2-naphthyl)butane). RXN SMILES: ClC(C[C@@H](O)C)C[C@@H:4]([NH:16][C:17](=[O:26])[O:18][CH2:19][C:20]1[CH:25]=[CH:24][CH:23]=[CH:22][CH:21]=1)[CH2:5][C:6]1[CH:15]=[CH:14][C:13]2[C:8](=[CH:9][CH:10]=[CH:11][CH:12]=2)[CH:7]=1.[OH-].[K+].[CH2:33]([OH:35])[CH3:34]>>[CH2:19]([O:18][C:17]([NH:16][C@@H:4]([CH2:5][C:6]1[CH:7]=[CH:8][C:9]2[C:14](=[CH:13][CH:12]=[CH:11][CH:10]=2)[CH:15]=1)[C@@H:34]1[O:35][CH2:33]1)=[O:26])[C:20]1[CH:25]=[CH:24][CH:23]=[CH:22][CH:21]=1 |f:1.2|. Procedure details: 1.02 g of benzyl [3-chloro-2(S)-hydroxypropyl-1(S)-[(2-naphthyl)methyl]propyl]carbamate were stirred in 40 ml of ethanol with 4 ml of 0.7M potassium hydroxide solution in ethanol for 0.75 hours. The solvent was removed by evaporation and the residue was partitioned between dichloromethane and water. The organic phase was dried over anhydrous sodium sulphate and evaporated to give a white solid which was recrystallized from ethyl acetate/n-hexane. There was obtained 0.879 g of 3(S)-(benzyloxyform... The reactants are CCOC(=O)NN, CCO, CCc1cc2c(s1)NC(=S)CN=C2c1ccccc1Cl. Product: CCOC(=O)NNC1=Nc2sc(CC)cc2C(c2ccccc2Cl)=NC1. As a reaction SMILES: [CH2:21]([CH3:22])[O:23][C:24](=[O:25])[NH:26][NH2:27].[CH3:28][CH2:29][OH:30].[Cl:1][c:2]1[c:3]([C:8]2=[N:14][CH2:13][C:12](=[S:15])[NH:11][c:10]3[c:9]2[cH:18][c:17]([CH2:19][CH3:20])[s:16]3)[cH:4][cH:5][cH:6][cH:7]1>>[Cl:1][c:2]1[c:3]([C:8]2=[N:14][CH2:13][C:12]([NH:27][NH:26][C:24]([O:23][CH2:21][CH3:22])=[O:25])=[N:11][c:10]3[c:9]2[cH:18][c:17]([CH2:19][CH3:20])[s:16]3)[cH:4][cH:5][cH:6][cH:7]1. The reactants are O1C(=CC=C1)CC(=O)O (2-furyl-acetic acid), C1=CC2=C(N=C1)N(N=N2)O (HOAT), CCN(C(C)C)C(C)C (DIPEA), COC(C1=CC(=C(C=C1)NC1C(CCCC1)C)N)=O (3-Amino-4-(2-methyl-cyclohexylamino)-benzoic acid methyl ester). Solvent: CN(C)C=O (DMF), C(CCl)Cl (EDC), O (water). Conditions: time 16 hour. Product: COC(C1=CC(=C(C=C1)NC1C(CCCC1)C)NC(CC=1OC=CC1)=O)=O (3-(2-Furan-2-yl-acetylamino)-4-(2-methyl-cyclohexylamino)-benzoic acid methyl ester). The yield is 100.0%. As a reaction SMILES: [O:1]1[CH:5]=[CH:4][CH:3]=[C:2]1[CH2:6][C:7]([OH:9])=O.C1C=NC2N(O)N=NC=2C=1.CCN(C(C)C)C(C)C.[CH3:29][O:30][C:31](=[O:47])[C:32]1[CH:37]=[CH:36][C:35]([NH:38][CH:39]2[CH2:44][CH2:43][CH2:42][CH2:41][CH:40]2[CH3:45])=[C:34]([NH2:46])[CH:33]=1>CN(C=O)C.O.C(Cl)CCl>[CH3:29][O:30][C:31](=[O:47])[C:32]1[CH:37]=[CH:36][C:35]([NH:38][CH:39]2[CH2:44][CH2:43][CH2:42][CH2:41][CH:40]2[CH3:45])=[C:34]([NH:46][C:7](=[O:9])[CH2:6][C:2]2[O:1][CH:5]=[CH:4][CH:3]=2)[CH:33]=1. Reported procedure: To a solution of 1.26 g of 2-furyl-acetic acid in 15 ml of dry DMF 1.50 g of HOAT, 2.11 g of EDC and 8 ml of DIPEA were added at 0° C. After 30 min 1.31 g of 3-Amino-4-(2-methyl-cyclohexylamino)-benzoic acid methyl ester were added, and the reaction was stirred at rt for 16 h. The reaction was then poured into water and extracted with ethyl acetate three times. The combined organic phases were washed with saturated aqueous sodium bicarbonate solution and brine, dried over magnesium sulphate and ... Starting materials: CC(C)(C)OC(=O)NN, CCN=C=NCCCN(C)C, COCCCC(=O)O, Cl, c1ccncc1. Yields the product COCCCC(=O)NNC(=O)OC(C)(C)C. As a reaction SMILES: [C:1]([CH3:2])([CH3:3])([CH3:4])[O:5][C:6]([NH:7][NH2:8])=[O:9].[CH2:19]([N:20]=[C:21]=[N:22][CH2:23][CH2:24][CH2:25][N:26]([CH3:27])[CH3:28])[CH3:29].[CH3:10][O:11][CH2:12][CH2:13][CH2:14][C:15](=[O:16])[OH:17].[ClH:18].[cH:30]1[cH:31][cH:32][n:33][cH:34][cH:35]1>>[C:1]([CH3:2])([CH3:3])([CH3:4])[O:5][C:6]([NH:7][NH:8][C:15]([CH2:14][CH2:13][CH2:12][O:11][CH3:10])=[O:16])=[O:9].